Dataset: the Open Reaction Database (ORD), a public repository of structured organic reaction records. Task: describe an organic reaction: reactants, conditions, products, and yield Reactants: CCOC(=O)c1c(N2CCN(C(=O)c3cccs3)CC2)c2cscc2[nH]c1=O, Fc1ccc(CBr)cc1. Product: CCOC(=O)c1c(N2CCN(C(=O)c3cccs3)CC2)c2cscc2n(Cc2ccc(F)cc2)c1=O. RXN SMILES: [CH2:1]([CH3:2])[O:3][C:4](=[O:5])[c:6]1[c:7](=[O:28])[nH:8][c:9]2[cH:10][s:11][cH:12][c:13]2[c:14]1[N:15]1[CH2:16][CH2:17][N:18]([C:21](=[O:22])[c:23]2[s:24][cH:25][cH:26][cH:27]2)[CH2:19][CH2:20]1.[F:29][c:30]1[cH:31][cH:32][c:33]([CH2:34][Br:35])[cH:36][cH:37]1>>[CH2:1]([CH3:2])[O:3][C:4](=[O:5])[c:6]1[c:7](=[O:28])[n:8]([CH2:34][c:33]2[cH:32][cH:31][c:30]([F:29])[cH:37][cH:36]2)[c:9]2[cH:10][s:11][cH:12][c:13]2[c:14]1[N:15]1[CH2:16][CH2:17][N:18]([C:21](=[O:22])[c:23]2[s:24][cH:25][cH:26][cH:27]2)[CH2:19][CH2:20]1. The reactants are CC(C)(C)OC(=O)C1(c2ccc(Br)cc2)CC1, CC(C)(C)OC(N)=O, CC(C)(C)P(C(C)(C)C)C(C)(C)C, Cc1ccccc1, O=C(C=Cc1ccccc1)C=Cc1ccccc1, O=C(C=Cc1ccccc1)C=Cc1ccccc1, O=C(C=Cc1ccccc1)C=Cc1ccccc1, [Pd], [Pd]. The product is CC(C)(C)OC(=O)Nc1ccc(C2(C(=O)OC(C)(C)C)CC2)cc1. RXN SMILES: [Br:1][c:2]1[cH:3][cH:4][c:5]([C:8]2([C:11](=[O:12])[O:13][C:14]([CH3:15])([CH3:16])[CH3:17])[CH2:9][CH2:10]2)[cH:6][cH:7]1.[C:18]([NH2:19])([O:20][C:21]([CH3:22])([CH3:23])[CH3:24])=[O:25].[C:26]([P:27]([C:28]([CH3:29])([CH3:30])[CH3:31])[C:32]([CH3:33])([CH3:34])[CH3:35])([CH3:36])([CH3:37])[CH3:38].[CH3:39][c:40]1[cH:41][cH:42][cH:43][cH:44][cH:45]1.[O:48]=[C:49]([CH:50]=[CH:51][c:52]1[cH:53][cH:54][cH:55][cH:56][cH:57]1)[CH:58]=[CH:59][c:60]1[cH:61][cH:62][cH:63][cH:64][cH:65]1.[O:66]=[C:67]([CH:68]=[CH:69][c:70]1[cH:71][cH:72][cH:73][cH:74][cH:75]1)[CH:76]=[CH:77][c:78]1[cH:79][cH:80][cH:81][cH:82][cH:83]1.[O:84]=[C:85]([CH:86]=[CH:87][c:88]1[cH:89][cH:90][cH:91][cH:92][cH:93]1)[CH:94]=[CH:95][c:96]1[cH:97][cH:98][cH:99][cH:100][cH:101]1.[Pd:46].[Pd:47]>>[c:2]1([NH:19][C:18]([O:20][C:21]([CH3:22])([CH3:23])[CH3:24])=[O:25])[cH:3][cH:4][c:5]([C:8]2([C:11](=[O:12])[O:13][C:14]([CH3:15])([CH3:16])[CH3:17])[CH2:9][CH2:10]2)[cH:6][cH:7]1. Starting materials: C[C@@H]1C[C@@H]([C@@H]2[C@H](C[C@H]([C@@](O2)(C(=O)C(=O)N3CCCC[C@H]3C(=O)O[C@@H]([C@@H]([C@H](CC(=O)[C@@H](/C=C(/C1)\C)CC=C)O)C)/C(=C/[C@@H]4CC[C@H]([C@@H](C4)OC)O)/C)O)C)OC)OC (FR-900506), C(C)(=O)OC(C)=O (acetic anhydride), CS(=O)C (dimethyl sulfoxide). The solvent is C(C)(=O)OCC (ethyl acetate). Run at time 14 hour. Yields the product 17-allyl-1-hydroxy, C(C=C)C1C(CC(C(C(OC(C2CCCCN2C(C(C2(C(CC(C(C(CC(CC(=C1)C)C)OC)O2)OC)C)O)=O)=O)=O)C(=CC2CC(C(CC2)OCSC)OC)C)C)O)=O (17-allyl-1,14-dihydroxy-23,25-dimethoxy-13,19,21, 27-tetramethyl-12-[2-(4-methylthiomethoxy-3-methoxycyclohexyl)-1-methylvinyl] -11,28-dioxa-4-azatricyclo[22.3.1.04,9 ]octacos-18-ene-2,3,10,16-tetraone). As a reaction SMILES: [CH3:1][C@H:2]1[CH2:33][C:32]([CH3:34])=[CH:31][C@@H:30]([CH2:35][CH:36]=[CH2:37])[C:28](=[O:29])[CH2:27][C@H:26]([OH:38])[C@@H:25]([CH3:39])[C@@H:24](/[C:40](/[CH3:51])=[CH:41]/[C@H:42]2[CH2:47][C@@H:46]([O:48][CH3:49])[C@H:45]([OH:50])[CH2:44][CH2:43]2)[O:23][C:21](=[O:22])[C@H:20]2[N:15]([CH2:16][CH2:17][CH2:18][CH2:19]2)[C:13](=[O:14])[C:11](=[O:12])[C@:9]2([OH:52])[O:10][C@@H:5]([C@@H:6]([O:54][CH3:55])[CH2:7][C@H:8]2[CH3:53])[C@@H:4]([O:56][CH3:57])[CH2:3]1.C(OC(=O)C)(=O)C.[CH3:65][S:66]([CH3:68])=O>C(OCC)(=O)C>[CH2:35]([CH:30]1[CH:31]=[C:32]([CH3:34])[CH2:33][CH:2]([CH3:1])[CH2:3][CH:4]([O:56][CH3:57])[CH:5]2[O:10][C:9]([OH:52])([CH:8]([CH3:53])[CH2:7][CH:6]2[O:54][CH3:55])[C:11](=[O:12])[C:13](=[O:14])[N:15]2[CH:20]([CH2:19][CH2:18][CH2:17][CH2:16]2)[C:21](=[O:22])[O:23][CH:24]([C:40]([CH3:51])=[CH:41][CH:42]2[CH2:43][CH2:44][CH:45]([O:50][CH2:65][S:66][CH3:68])[CH:46]([O:48][CH3:49])[CH2:47]2)[CH:25]([CH3:39])[CH:26]([OH:38])[CH2:27][C:28]1=[O:29])[CH:36]=[CH2:37]. Procedure details: To a solution of the FR-900506 substance (100 mg) in dimethyl sulfoxide (1.5 ml) was added acetic anhydride (1.5 ml), and the mixture was stirred at room temperature for 14 hours. The reaction mixture was diluted with ethyl acetate and washed with a saturated aqueous sodium hydrogen carbonate, water and an aqueous sodium chloride. The organic layer was dried over sodium sulfate, filtered and then concentrated under reduced pressure. The residue was subjected to thin layer chromatography on silic... Reactants: CC(c1ccccc1)N1C(=O)C2C1CCN2C(=O)OC(C)(C)C, C1CCOC1, CC(C)(C)O, N, [Na]. Yields the product CC(C)(C)OC(=O)N1CCC2NC(=O)C21. Reaction SMILES: [C:3]([CH3:4])([CH3:5])([CH3:6])[O:7][C:8](=[O:9])[N:10]1[CH:11]2[C:12](=[O:25])[N:13]([CH:17]([c:18]3[cH:19][cH:20][cH:21][cH:22][cH:23]3)[CH3:24])[CH:14]2[CH2:15][CH2:16]1.[CH2:31]1[O:32][CH2:33][CH2:34][CH2:35]1.[CH3:26][C:27]([OH:28])([CH3:29])[CH3:30].[NH3:1].[Na:2]>>[C:3]([CH3:4])([CH3:5])([CH3:6])[O:7][C:8](=[O:9])[N:10]1[CH:11]2[C:12](=[O:25])[NH:13][CH:14]2[CH2:15][CH2:16]1. Reactants: C(C1=CC=CC=C1)(=O)N1CCC=2C3=C(N=CC2C1)C=C(C(=C3)OC)OC (3-benzoyl-8,9-dimethoxy-1,2,3,4-tetrahydrobenzo[c]-2,7-naphthyridine), O[Li].O (LiOH.H2O), C(C)(C)O (isopropanol), crude product. The solvent is CO (methanol), O (water). Reaction conditions: temperature 64 celsius. The product is COC=1C(=CC2=C(N=CC=3CNCCC23)C1)OC (8,9-dimethoxy-1,2,3,4-tetrahydrobenzo[c]-2,7-naphthyridine). The yield is 58.3%. As a reaction SMILES: C([N:9]1[CH2:18][C:17]2[CH:16]=[N:15][C:14]3[CH:19]=[C:20]([O:25][CH3:26])[C:21]([O:23][CH3:24])=[CH:22][C:13]=3[C:12]=2[CH2:11][CH2:10]1)(=O)C1C=CC=CC=1.O[Li].O.C(O)(C)C>CO.O>[CH3:26][O:25][C:20]1[C:21]([O:23][CH3:24])=[CH:22][C:13]2[C:12]3[CH2:11][CH2:10][NH:9][CH2:18][C:17]=3[CH:16]=[N:15][C:14]=2[CH:19]=1 |f:1.2|. Procedure: A 2 L three-necked, round-bottomed flask, was equipped with a magnetic stirrer and stir bar, condenser, heating bath, thermocouple and nitrogen inlet. A stirred solution of 3-benzoyl-8,9-dimethoxy-1,2,3,4-tetrahydrobenzo[c]-2,7-naphthyridine (25.9 g, 74.4 mmol) and LiOH.H2O (34.4 g, 819 mmol) in methanol (800 mL) and water (55 mL) was heated at gentle reflux (internal temperature 62-66° C.) for 20 hours. Solvents were removed under reduced pressure and the residue was stirred in a mixture of met... Reactants: CO, Cl, NCCc1ccc(Cl)c(Cl)c1CCOC1CCCCO1. The product is NCCc1ccc(Cl)c(Cl)c1CCO. RXN SMILES: [CH3:22][OH:23].[ClH:21].[O:1]1[CH2:2][CH2:3][CH2:4][CH2:5][CH:6]1[O:7][CH2:8][CH2:9][c:10]1[c:11]([CH2:18][CH2:19][NH2:20])[cH:12][cH:13][c:14]([Cl:17])[c:15]1[Cl:16]>>[OH:7][CH2:8][CH2:9][c:10]1[c:11]([CH2:18][CH2:19][NH2:20])[cH:12][cH:13][c:14]([Cl:17])[c:15]1[Cl:16]. The reactants are O=C([O-])[O-], Cn1c(=O)c2[nH]cnc2n(C)c1=O, O=C(c1ccc(CBr)cc1)c1ccc(Cl)cc1Cl, [K+], [K+], CN(C)C=O, O. Yields the product Cn1c(=O)c2c(ncn2Cc2ccc(C(=O)c3ccc(Cl)cc3Cl)cc2)n(C)c1=O. RXN SMILES: [C:14](=[O:15])([O-:16])[O-:17].[CH3:1][n:2]1[c:3]2[n:4][cH:5][nH:6][c:7]2[c:8](=[O:9])[n:10]([CH3:11])[c:12]1=[O:13].[Cl:20][c:21]1[c:22]([C:23](=[O:24])[c:25]2[cH:26][cH:27][c:28]([CH2:29][Br:30])[cH:31][cH:32]2)[cH:33][cH:34][c:35]([Cl:37])[cH:36]1.[K+:18].[K+:19].[O:38]=[CH:39][N:40]([CH3:41])[CH3:42].[OH2:43]>>[CH3:1][n:2]1[c:3]2[n:4][cH:5][n:6]([CH2:29][c:28]3[cH:27][cH:26][c:25]([C:23]([c:22]4[c:21]([Cl:20])[cH:36][c:35]([Cl:37])[cH:34][cH:33]4)=[O:24])[cH:32][cH:31]3)[c:7]2[c:8](=[O:9])[n:10]([CH3:11])[c:12]1=[O:13]. Yields the product BrC=1CC2CCC(N(C2=C(C1)[N+](=O)[O-])C(=O)C(=O)OCC)CC(=O)OC (6-Bromo-2-methoxycarbonylmethyl-8-nitro-N-ethoxalyltetrahydroquinoline). The solvent is ClCCl (dichloromethane), ClCCl (dichloromethane). Conditions: temperature 0 celsius, time 3 hour. Reaction SMILES: [Br:1][C:2]1[CH2:3][CH:4]2[C:9](=[CH:10][CH:11]=1)[N:8]([C:12]([C:14]([O:16][CH2:17][CH3:18])=[O:15])=[O:13])[CH:7]([CH2:19][C:20]([O:22][CH3:23])=[O:21])[CH2:6][CH2:5]2.F[B-](F)(F)F.[O:29]=[N+:30]=[O:31]>ClCCl>[Br:1][C:2]1[CH2:3][CH:4]2[C:9](=[C:10]([N+:30]([O-:31])=[O:29])[CH:11]=1)[N:8]([C:12]([C:14]([O:16][CH2:17][CH3:18])=[O:15])=[O:13])[CH:7]([CH2:19][C:20]([O:22][CH3:23])=[O:21])[CH2:6][CH2:5]2 |f:1.2|. Procedure: A solution of 6-bromo-2-methoxycarbonylmethyl-N-ethoxalyltetrahydroquinoline (56.0 g, 0.146 mol) in dichloromethane (500 mL) was added dropwise to a suspension of nitronium tetrafluoroborate (25.0 g, 0.179 mol) in dichloromethane (500 mL) at 0° C. The mixture was stirred for 3 h at 0° C., poured into ice-water and extracted with dichloromethane. The organic layer was washed with brine, dried over magnesium sulfate, and concentrated. The residue was purified by silica gel column chromatography wi... Isolated yield 82.6%. Starting materials: ice water, BrC=1CC2CCC(N(C2=CC1)C(=O)C(=O)OCC)CC(=O)OC (6-bromo-2-methoxycarbonylmethyl-N-ethoxalyltetrahydroquinoline), F[B-](F)(F)F.O=[N+]=O (nitronium tetrafluoroborate). The reactants are COc1ccc(C(C)=CBr)cc1, CN1CCc2[nH]c3ccc(Cl)cc3c2CC1, [K+], [K+], [K+], CN(C)C=O, O=P([O-])([O-])[O-]. The product is COc1ccc(C(C)=Cn2c3c(c4cc(Cl)ccc42)CCN(C)CC3)cc1. As a reaction SMILES: [Br:30][CH:31]=[C:32]([CH3:33])[c:34]1[cH:35][cH:36][c:37]([O:40][CH3:41])[cH:38][cH:39]1.[Cl:1][c:2]1[cH:3][c:4]2[c:5]3[c:6]([nH:7][c:8]2[cH:9][cH:10]1)[CH2:11][CH2:12][N:13]([CH3:16])[CH2:14][CH2:15]3.[K+:27].[K+:28].[K+:29].[O:17]=[CH:18][N:19]([CH3:20])[CH3:21].[P:22]([O-:23])([O-:24])([O-:25])=[O:26]>>[Cl:1][c:2]1[cH:3][c:4]2[c:5]3[c:6]([n:7]([CH:31]=[C:32]([CH3:33])[c:34]4[cH:35][cH:36][c:37]([O:40][CH3:41])[cH:38][cH:39]4)[c:8]2[cH:9][cH:10]1)[CH2:11][CH2:12][N:13]([CH3:16])[CH2:14][CH2:15]3.